Dataset: the Open Reaction Database (ORD), a public repository of structured organic reaction records. Task: describe an organic reaction: reactants, conditions, products, and yield Yields the product COC(C1=C(C=C(C=C1)N1C(CCC1)CO)[N+](=O)[O-])=O (4-(2-hydroxymethyl-1-pyrrolidinyl)-2-nitrobenzoic acid methyl ester). Yield: 998.4%. Reactants: COC(C1=C(C=C(C=C1)Cl)[N+](=O)[O-])=O (4-chloro-2-nitrobenzoic acid methyl ester), N1[C@H](CO)CCC1 (prolinol), C(C)(C)N(CC)C(C)C (diisopropylethylamine), CN1C(CCC1)=O (1-methyl-2-pyrrolidinone). Reaction SMILES: [CH3:1][O:2][C:3](=[O:14])[C:4]1[CH:9]=[CH:8][C:7](Cl)=[CH:6][C:5]=1[N+:11]([O-:13])=[O:12].[NH:15]1[CH2:21][CH2:20][CH2:19][C@H:16]1[CH2:17][OH:18].C(N(C(C)C)CC)(C)C.CN1CCCC1=O>O.C(OCC)(=O)C>[CH3:1][O:2][C:3](=[O:14])[C:4]1[CH:9]=[CH:8][C:7]([N:15]2[CH2:21][CH2:20][CH2:19][CH:16]2[CH2:17][OH:18])=[CH:6][C:5]=1[N+:11]([O-:13])=[O:12]. Solvent: O (water), C(C)(=O)OCC (Ethyl acetate). Reaction conditions: temperature 100 celsius, time 13 hour. Procedure: A mixture of 4-chloro-2-nitrobenzoic acid methyl ester 100 mg, prolinol 56 mg, diisopropylethylamine 90 mg and 1-methyl-2-pyrrolidinone 3 ml is stirred at 100° C. for 13 hours. Ethyl acetate and water are added to the mixture, and the organic layer is washed with water (twice) and brine, and dried over sodium sulfate. After removal of the sodium sulfate, the filtrate is concentrated in vacuo, and the residue is purified with column chromatography (silica gel 100 g, solvent; hexane:ethyl acetate=... The reactants are CC1=NOC(=N1)C1=CC=C(C=C1)N1N=C2CCNCCC2=C1 (2-[4-(3-methyl-1,2,4-oxadiazol-5-yl)phenyl]-2,4,5,6,7,8-hexahydropyrazolo[3,4-d]azepine), C1(CCCC1)=O (cyclopentanone), crude mixture, C(C)(=O)O[BH-](OC(C)=O)OC(C)=O.[Na+] (Sodium triacetoxyborohydride). The reagents and catalysts are C(C)(=O)O (acetic acid). Run in ClCCl (dichloromethane), CO (methanol). Run at time 20 minute. The product is C1(CCCC1)N1CCC=2C(CC1)=CN(N2)C2=CC=C(C=C2)C2=NC(=NO2)C (6-Cyclopentyl-2-[4-(3-methyl-1,2,4-oxadiazol-5-yl)phenyl]-2,4,5,6,7,8-hexahydropyrazolo[3,4-d]azepine). Reaction SMILES: [CH3:1][C:2]1[N:6]=[C:5]([C:7]2[CH:12]=[CH:11][C:10]([N:13]3[CH:22]=[C:21]4[C:15]([CH2:16][CH2:17][NH:18][CH2:19][CH2:20]4)=[N:14]3)=[CH:9][CH:8]=2)[O:4][N:3]=1.[C:23]1(=O)[CH2:27][CH2:26][CH2:25][CH2:24]1.C(O[BH-](OC(=O)C)OC(=O)C)(=O)C.[Na+]>ClCCl.C(O)(=O)C.CO>[CH:23]1([N:18]2[CH2:19][CH2:20][C:21]3=[CH:22][N:13]([C:10]4[CH:11]=[CH:12][C:7]([C:5]5[O:4][N:3]=[C:2]([CH3:1])[N:6]=5)=[CH:8][CH:9]=4)[N:14]=[C:15]3[CH2:16][CH2:17]2)[CH2:27][CH2:26][CH2:25][CH2:24]1 |f:2.3|. Procedure: To a solution of 2-[4-(3-methyl-1,2,4-oxadiazol-5-yl)phenyl]-2,4,5,6,7,8-hexahydropyrazolo[3,4-d]azepine (may be prepared as described in Description 35) (31 mg, 0.10 mmol) in dichloromethane (4 ml) was added cyclopentanone (35 mg, 0.42 mmol) and acetic acid (3 drops). The resulting mixture was stirred at room temperature, under argon, for 20 minutes. Sodium triacetoxyborohydride (89 mg, 0.42 mmol) was added and stirring continued overnight. The resulting crude mixture was diluted with methanol ... The reactants are CC(NC(=O)OC(C)(C)C)C(=O)O, C1CCOC1, CN1CCOCC1, CC(C)COC(=O)Cl, Nc1cc(Cl)c(F)c(Cl)c1. Product: CC(NC(=O)OC(C)(C)C)C(=O)Nc1cc(Cl)c(F)c(Cl)c1. As a reaction SMILES: [C:1]([CH3:2])([CH3:3])([CH3:4])[O:5][C:6](=[O:7])[NH:8][CH:9]([C:10](=[O:11])[OH:12])[CH3:13].[CH2:39]1[O:40][CH2:41][CH2:42][CH2:43]1.[CH3:14][N:15]1[CH2:16][CH2:17][O:18][CH2:19][CH2:20]1.[Cl:21][C:22]([O:23][CH2:24][CH:25]([CH3:26])[CH3:27])=[O:28].[Cl:29][c:30]1[cH:31][c:32]([NH2:38])[cH:33][c:34]([Cl:37])[c:35]1[F:36]>>[C:1]([CH3:2])([CH3:3])([CH3:4])[O:5][C:6](=[O:7])[NH:8][CH:9]([C:10](=[O:12])[NH:38][c:32]1[cH:31][c:30]([Cl:29])[c:35]([F:36])[c:34]([Cl:37])[cH:33]1)[CH3:13]. Run in O (water), mixture, C(C)(=O)OCC (Ethyl acetate). Reaction conditions: temperature 150 celsius, time 10 minute. Reported procedure: LiOH (1.6 g, 67.3 mmol) is added to [2-(1H-indol-3-ylsulfanyl)-phenyl]-acetic acid methyl ester (2 g, 6.73 mmol) in 27 mL mixture of THF/water (20:7). The reaction mixture is stirred for 10 minutes at 150° C. in a Emrys Optimizer EXP microwave reactor under microwave heating and cooled to room temperature. The reaction mixture is poured into water and acidified with concentrated HCl. Ethyl acetate is added and the organic phase is washed with brine, dried with MgSO4 and concentrated in vacuo to ... Yields the product N1C=C(C2=CC=CC=C12)SC1=C(C=CC=C1)CC(=O)O ([2-(1H-indol-3-ylsulfanyl)-phenyl]-acetic acid). RXN SMILES: [Li+].[OH-].C[O:4][C:5](=[O:23])[CH2:6][C:7]1[CH:12]=[CH:11][CH:10]=[CH:9][C:8]=1[S:13][C:14]1[C:22]2[C:17](=[CH:18][CH:19]=[CH:20][CH:21]=2)[NH:16][CH:15]=1.C1COCC1.O.Cl>C(OCC)(=O)C.O>[NH:16]1[C:17]2[C:22](=[CH:21][CH:20]=[CH:19][CH:18]=2)[C:14]([S:13][C:8]2[CH:9]=[CH:10][CH:11]=[CH:12][C:7]=2[CH2:6][C:5]([OH:23])=[O:4])=[CH:15]1 |f:0.1,3.4|. The reactants are Cl (HCl), [Li+].[OH-] (LiOH), COC(CC1=C(C=CC=C1)SC1=CNC2=CC=CC=C12)=O ([2-(1H-indol-3-ylsulfanyl)-phenyl]-acetic acid methyl ester), C1CCOC1.O (THF water). Reactants: C1(=CC=CC=C1)C1=COC=2N=CNC(C21)=O (5-phenylfuro[2,3-d]pyrimidin-4(3H)-one), C([O-])([O-])=O.[Cs+].[Cs+] (cesium carbonate), FC(CI)(F)F (1,1,1-trifluoro-2-iodoethane), FC(CI)(F)F (1,1,1-trifluoro-2-iodoethane). Solvent: CN(C)C=O (DMF), O (water). Conditions: temperature 70 celsius. Yields the product C1(=CC=CC=C1)C1=COC=2N=CN(C(C21)=O)CC(F)(F)F (5-Phenyl-3-(2,2,2-trifluoroethyl)furo[2,3-d]pyrimidin-4(3H)-one). Yield: 26.3%. Reaction SMILES: [C:1]1([C:7]2[C:15]3[C:14](=[O:16])[NH:13][CH:12]=[N:11][C:10]=3[O:9][CH:8]=2)[CH:6]=[CH:5][CH:4]=[CH:3][CH:2]=1.C(=O)([O-])[O-].[Cs+].[Cs+].[F:23][C:24]([F:28])([F:27])[CH2:25]I>CN(C=O)C.O>[C:1]1([C:7]2[C:15]3[C:14](=[O:16])[N:13]([CH2:25][C:24]([F:28])([F:27])[F:23])[CH:12]=[N:11][C:10]=3[O:9][CH:8]=2)[CH:2]=[CH:3][CH:4]=[CH:5][CH:6]=1 |f:1.2.3|. Procedure details: To a solution of 5-phenylfuro[2,3-d]pyrimidin-4(3H)-one (2 g, 9.42 mmol, prepared as described in WO2006/004658) in DMF (20 ml) was charged cesium carbonate (6.76 g, 20.7 mmol) and 1,1,1-trifluoro-2-iodoethane (1.86 ml, 18.9 mmol). The reaction was heated at 70° C. for 18 h under a nitrogen atmosphere. A further 1 eq. of 1,1,1-trifluoro-2-iodoethane was charged to the reaction mixture. The reaction was heated to 100° C. for 5 h before being cooled to RT, diluted with water and extracted twice wi... Reactants: O (water), C=C1C[C@H]2[C@@H]3CCC([C@@]3(C)CC[C@@H]2[C@]2(CCC(C=C12)=O)C)=O (6-methylenandrost-4-ene-3,17-dione), [OH-].[Na+] (sodium hydroxide), OO (hydrogen peroxide). Solvent: CO (methanol). Run at time 24 hour. The product is O1C2C13C(C[C@H]1[C@@H]4CCC([C@@]4(C)CC[C@@H]1[C@]3(CCC2=O)C)=O)=C (4,5-epoxy-6-methylenandrostane-3,17 dione). Yield: 80.0%. Reaction SMILES: [CH2:1]=[C:2]1[C:19]2[C@:14]([CH3:21])([CH2:15][CH2:16][C:17](=[O:20])[CH:18]=2)[C@@H:13]2[C@H:4]([C@H:5]3[C@@:9]([CH2:11][CH2:12]2)([CH3:10])[C:8](=[O:22])[CH2:7][CH2:6]3)[CH2:3]1.[OH:23]O.[OH-].[Na+].O>CO>[O:23]1[C:19]23[C@:14]([CH3:21])([CH2:15][CH2:16][C:17](=[O:20])[CH:18]12)[C@@H:13]1[C@H:4]([C@H:5]2[C@@:9]([CH2:11][CH2:12]1)([CH3:10])[C:8](=[O:22])[CH2:7][CH2:6]2)[CH2:3][C:2]3=[CH2:1] |f:2.3|. Reported procedure: To a solution of 6-methylenandrost-4-ene-3,17-dione (5 g, 16.7 mmole) in methanol (200 ml) cooled at 0° C. is added a cold 36% hydrogen peroxide solution (17 ml) and a cold 2% sodium hydroxide aqueous solution. The resulting reaction mixture is stirred at 0°-5° C. during 24 hrs, then it is poured into iced water (1400 ml) with vigorous stirring. The resulting precipitate is filtered, washed with water and dried in vacuo. There are obtained 4.2 g (80% yield) of the title compound, The reactants are ClCCl, CC(C)(C)OC(=O)N1CCC(O)(c2cccc(F)c2F)C1, O=C(O)C(F)(F)F. Yields the product OC1(c2cccc(F)c2F)CCNC1. RXN SMILES: [Cl:29][CH2:30][Cl:31].[F:1][c:2]1[c:3]([C:9]2([OH:21])[CH2:10][N:11]([C:14]([O:15][C:16]([CH3:17])([CH3:18])[CH3:19])=[O:20])[CH2:12][CH2:13]2)[cH:4][cH:5][cH:6][c:7]1[F:8].[OH:22][C:23]([C:24]([F:25])([F:26])[F:27])=[O:28]>>[F:1][c:2]1[c:3]([C:9]2([OH:21])[CH2:10][NH:11][CH2:12][CH2:13]2)[cH:4][cH:5][cH:6][c:7]1[F:8]. The reactants are C(C)(C)(C)O[C@H](CO)C=1C(=C2C=CC(=NC2=CC1C)CC)C1=CC=C(C=C1)Cl ((S)-2-tert-butoxy-2-(5-(4-chlorophenyl)-2-ethyl-7-methylquinolin-6-yl)ethanol), C(C(C)(C)C)(=O)OC[C@H](C=1C(=C2C=CC(=NC2=CC1C)OS(=O)(=O)C(F)(F)F)C1=CC=C(C=C1)Cl)OC(C)(C)C ((S)-2-tert-butoxy-2-(5-(4-chlorophenyl)-7-methyl-2-(trifluoromethylsulfonyloxy)quinolin-6-yl)ethyl pivalate), C(C(C)(C)C)(=O)OC[C@H](C=1C(=C2C=CC(=NC2=CC1C)OS(=O)(=O)C(F)(F)F)C1=CC=C(C=C1)Cl)OC(C)(C)C ((S)-2-tert-butoxy-2-(5-(4-chlorophenyl)-7-methyl-2-(trifluoromethylsulfonyloxy)quinolin-6-yl)ethyl pivalate), ClC1=CC=C(C=C1)C1=NC2=CC(=C(C(=C2C=C1)C1=CC=C(C=C1)Cl)[C@@H](CO)OC(C)(C)C)C ((S)-2-(2,5-bis(4-chlorophenyl)-7-methylquinolin-6-yl)-2-tert-butoxyethanol). The product is ClC1=CC=C(C=C1)C1=NC2=CC(=C(C(=C2C=C1)C1=CC=C(C=C1)Cl)[C@@H](C(=O)O)OC(C)(C)C)C ((S)-2-(2,5-Bis(4-chlorophenyl)-7-methylquinolin-6-yl)-2-tert-butoxyacetic acid). Reaction SMILES: C(OC[C@@H](OC(C)(C)C)C1C(C2C=CC(Cl)=CC=2)=C2C(=CC=1C)N=C(OS(C(F)(F)F)(=O)=O)C=C2)(=[O:6])C(C)(C)C.[Cl:41][C:42]1[CH:47]=[CH:46][C:45]([C:48]2[CH:57]=[CH:56][C:55]3[C:50](=[CH:51][C:52]([CH3:73])=[C:53]([C@H:65]([O:68][C:69]([CH3:72])([CH3:71])[CH3:70])[CH2:66][OH:67])[C:54]=3[C:58]3[CH:63]=[CH:62][C:61]([Cl:64])=[CH:60][CH:59]=3)[N:49]=2)=[CH:44][CH:43]=1.C(O[C@@H](C1C(C2C=CC(Cl)=CC=2)=C2C(=CC=1C)N=C(CC)C=C2)CO)(C)(C)C>>[Cl:41][C:42]1[CH:43]=[CH:44][C:45]([C:48]2[CH:57]=[CH:56][C:55]3[C:50](=[CH:51][C:52]([CH3:73])=[C:53]([C@H:65]([O:68][C:69]([CH3:70])([CH3:72])[CH3:71])[C:66]([OH:6])=[O:67])[C:54]=3[C:58]3[CH:63]=[CH:62][C:61]([Cl:64])=[CH:60][CH:59]=3)[N:49]=2)=[CH:46][CH:47]=1. Procedure: (S)-2-(2,5-Bis(4-chlorophenyl)-7-methylquinolin-6-yl)-2-tert-butoxyacetic acid was prepared following the procedure used to prepare compound (S)-2-tert-butoxy-2-(5-(4-chlorophenyl)-2-ethyl-7-methylquinolin-6-yl)acetic acid (compound of Example 26), except that (S)-2-(2,5-bis(4-chlorophenyl)-7-methylquinolin-6-yl)-2-tert-butoxyethanol was used instead (S)-2-tert-butoxy-2-(5-(4-chlorophenyl)-2-ethyl-7-methylquinolin-6-yl)ethanol. 1H-NMR 300 MHz, (CD3OD) δ 8.15-8.02 (m, 4H), 7.98 (d, 1H), 7.70-7.60... RXN SMILES: [CH2:1]([CH3:2])[N:3]([C:4](=[O:5])[c:6]1[cH:7][c:8](-[c:16]2[cH:17][cH:18][cH:19][cH:20][cH:21]2)[n:9][c:10]2[cH:11][cH:12][cH:13][cH:14][c:15]12)[CH2:22][CH2:23][CH2:24][CH:25]1[CH2:26][CH2:27][N:28]([CH2:31][c:32]2[cH:33][cH:34][cH:35][cH:36][cH:37]2)[CH2:29][CH2:30]1.[CH2:49]([NH:50][CH2:51][CH3:52])[CH3:53].[CH3:61][c:62]1[cH:63][cH:64][cH:65][cH:66][cH:67]1.[CH3:68][CH2:69][OH:70].[Cl:38][C:39]([O:40][CH2:41][C:42]([Cl:43])([Cl:44])[Cl:45])=[O:46].[K+:48].[OH-:47].[c:54]1([CH3:55])[cH:56][cH:57][cH:58][cH:59][cH:60]1>>[CH2:1]([CH3:2])[N:3]([C:4](=[O:5])[c:6]1[cH:7][c:8](-[c:16]2[cH:17][cH:18][cH:19][cH:20][cH:21]2)[n:9][c:10]2[cH:11][cH:12][cH:13][cH:14][c:15]12)[CH2:22][CH2:23][CH2:24][CH:25]1[CH2:26][CH2:27][NH:28][CH2:29][CH2:30]1. The product is CCN(CCCC1CCNCC1)C(=O)c1cc(-c2ccccc2)nc2ccccc12. The reactants are CCN(CCCC1CCN(Cc2ccccc2)CC1)C(=O)c1cc(-c2ccccc2)nc2ccccc12, CCNCC, Cc1ccccc1, CCO, O=C(Cl)OCC(Cl)(Cl)Cl, [K+], [OH-], Cc1ccccc1. The reactants are CCOC(=O)CCN, NC(=O)CCl, Cl, [K+], [K+], O=C([O-])[O-], CN(C)C=O. Product: CCOC(=O)CCNCC(N)=O. Reaction SMILES: [CH2:7]([CH3:8])[O:9][C:10]([CH2:11][CH2:12][NH2:13])=[O:14].[Cl:1][CH2:2][C:3](=[O:4])[NH2:5].[ClH:6].[K+:15].[K+:16].[O-:17][C:18]([O-:19])=[O:20].[O:21]=[CH:22][N:23]([CH3:24])[CH3:25]>>[CH2:2]([C:3](=[O:4])[NH2:5])[NH:13][CH2:12][CH2:11][C:10]([O:9][CH2:7][CH3:8])=[O:14].